This data is from the Open Reaction Database (ORD), a public repository of structured organic reaction records. The task is: describe an organic reaction: reactants, conditions, products, and yield The reactants are FC1=CC2=C(NC3=C(OC2)C=CC=C3)C=C1 (2-Fluoro-5,11-dihydrodibenzo[b,e][1,4]oxazepine), ice water, [H-].[Na+] (sodium hydride), CN(C1=CC=C(CCN2C[C@H](CC2)OS(=O)(=O)C)C=C1)C ((S)-1-(4-dimethylaminophenethyl)-3-methanesulfonyloxypyrrolidine). Solvent: CS(=O)C (dimethyl sulfoxide), CCCCCC (hexane), CS(=O)C (dimethyl sulfoxide). Run at time 30 minute. Yields the product FC1=CC2=C(N(C3=C(OC2)C=CC=C3)[C@H]3CN(CC3)CCC3=CC=C(C=C3)N(C)C)C=C1 ((R)-2-fluoro-5,11-dihydro-5-[1-(4-dimethylaminophenethyl)pyrrolidin-3-yl]dibenzo-[b,e][1,4]oxazepine). Reaction SMILES: [H-].[Na+].[F:3][C:4]1[CH:18]=[CH:17][C:7]2[NH:8][C:9]3[CH:16]=[CH:15][CH:14]=[CH:13][C:10]=3[O:11][CH2:12][C:6]=2[CH:5]=1.[CH3:19][N:20]([CH3:39])[C:21]1[CH:38]=[CH:37][C:24]([CH2:25][CH2:26][N:27]2[CH2:31][CH2:30][C@H:29](OS(C)(=O)=O)[CH2:28]2)=[CH:23][CH:22]=1>CCCCCC.CS(C)=O>[F:3][C:4]1[CH:18]=[CH:17][C:7]2[N:8]([C@@H:30]3[CH2:29][CH2:28][N:27]([CH2:26][CH2:25][C:24]4[CH:23]=[CH:22][C:21]([N:20]([CH3:19])[CH3:39])=[CH:38][CH:37]=4)[CH2:31]3)[C:9]3[CH:16]=[CH:15][CH:14]=[CH:13][C:10]=3[O:11][CH2:12][C:6]=2[CH:5]=1 |f:0.1|. Reported procedure: 60% sodium hydride (100 mg, 2.5 mmol) was washed with hexane in argon stream and then suspended in dimethyl sulfoxide (8 ml), and the obtained suspension was stirred at room temperature for 30 minutes. 2-Fluoro-5,11-dihydrodibenzo[b,e][1,4]oxazepine (538 mg, 2.5 mmol) was added to the suspension, and they were stirred at room temperature for 30 minutes and then at 50° C. for additional 40 minutes. A solution of (S)-1-(4-dimethylaminophenethyl)-3-methanesulfonyloxypyrrolidine (312 mg, 1.0 mmol, p... The reactants are BrC=1C=C(C=CC1Cl)CO ((3-bromo-4-chlorophenyl)methanol), P(Br)(Br)Br (phosphorus tribromide). Solvent: ClCCl (dichloromethane), ClCCl (dichloromethane), O (water). Reaction conditions: temperature -5 celsius, time 1 hour. The product is BrC1=C(C=CC(=C1)CBr)Cl (2-Bromo-4-(bromomethyl)-1-chlorobenzene). As a reaction SMILES: [Br:1][C:2]1[CH:3]=[C:4]([CH2:9]O)[CH:5]=[CH:6][C:7]=1[Cl:8].P(Br)(Br)[Br:12]>ClCCl.O>[Br:1][C:2]1[CH:3]=[C:4]([CH2:9][Br:12])[CH:5]=[CH:6][C:7]=1[Cl:8]. Reported procedure: 260 g (about 1.05 mol) of crude (3-bromo-4-chlorophenyl)methanol were dissolved in 2.86 liters of dichloromethane, the solution was cooled to −5° C. and 127.1 g (44.6 ml, 460 mmol) of phosphorus tribromide were added slowly. After the end of the addition, the mixture was stirred at −5° C. for another 1 h and then diluted with diluted with dichloromethane and water. The organic phase was removed, dried over magnesium sulphate and concentrated under reduced pressure. This gave, as a crude product,... Starting materials: FC1=NC=C(C=C1F)I (2,3-difluoro-5-iodopyridine), C1(CCC(CC1)O)O (cyclohexane-1,4-diol), C1(=CC=CC=C1)C#C (phenylacetylene). Product: FC=1C(=NC=C(C1)C#CC1=CC=CC=C1)OC1CCC(CC1)O (rac-4-(3-Fluoro-5-phenylethynyl-pyridin-2-yloxy)-cyclohexanol). Reaction SMILES: F[C:2]1[C:7]([F:8])=[CH:6][C:5](I)=[CH:4][N:3]=1.[CH:10]1([OH:17])[CH2:15][CH2:14][CH:13]([OH:16])[CH2:12][CH2:11]1.[C:18]1([C:24]#[CH:25])[CH:23]=[CH:22][CH:21]=[CH:20][CH:19]=1>>[F:8][C:7]1[C:2]([O:16][CH:13]2[CH2:14][CH2:15][CH:10]([OH:17])[CH2:11][CH2:12]2)=[N:3][CH:4]=[C:5]([C:25]#[C:24][C:18]2[CH:23]=[CH:22][CH:21]=[CH:20][CH:19]=2)[CH:6]=1. Procedure details: The title compound, yellow oil, MS: m/e=312.1 (M+H+), can be prepared in accordance with the general method of example 18 from 2,3-difluoro-5-iodopyridine, cyclohexane-1,4-diol and phenylacetylene.